Dataset: the Open Reaction Database (ORD), a public repository of structured organic reaction records. Task: describe an organic reaction: reactants, conditions, products, and yield Starting materials: CCCI, COc1cc(C)c(C(=NO)c2c(Cl)cccc2Cl)cc1OC, [H-], [H][H], [Na+], C1CCOC1, O. Product: CCCON=C(c1cc(OC)c(OC)cc1C)c1c(Cl)cccc1Cl. RXN SMILES: [CH2:27]([CH2:28][CH3:29])[I:30].[Cl:1][c:2]1[c:3]([C:4]([c:5]2[c:6]([CH3:15])[cH:7][c:8]([O:13][CH3:14])[c:9]([O:11][CH3:12])[cH:10]2)=[N:16][OH:17])[c:18]([Cl:22])[cH:19][cH:20][cH:21]1.[H-:23].[H:25][H:26].[Na+:24].[O:31]1[CH2:32][CH2:33][CH2:34][CH2:35]1.[OH2:36]>>[Cl:1][c:2]1[c:3]([C:4]([c:5]2[c:6]([CH3:15])[cH:7][c:8]([O:13][CH3:14])[c:9]([O:11][CH3:12])[cH:10]2)=[N:16][O:17][CH2:27][CH2:28][CH3:29])[c:18]([Cl:22])[cH:19][cH:20][cH:21]1. The reactants are O1C(=CC=C1)C(=O)CC(=O)OCC (Ethyl 2-(fur-2-oyl)acetate), NC=1C=C2C=NNC2=CC1 (5-aminoindazole). Reaction conditions: temperature 180 celsius. Yields the product O1C(=CC=C1)C(CC(=O)NC=1C=C2C=NNC2=CC1)=O (3-(2-furanyl)-N-1H-indazol-5-yl-3-oxopropanamide). RXN SMILES: [O:1]1[CH:5]=[CH:4][CH:3]=[C:2]1[C:6]([CH2:8][C:9]([O:11]CC)=O)=[O:7].[NH2:14][C:15]1[CH:16]=[C:17]2[C:21](=[CH:22][CH:23]=1)[NH:20][N:19]=[CH:18]2>>[O:1]1[CH:5]=[CH:4][CH:3]=[C:2]1[C:6](=[O:7])[CH2:8][C:9]([NH:14][C:15]1[CH:16]=[C:17]2[C:21](=[CH:22][CH:23]=1)[NH:20][N:19]=[CH:18]2)=[O:11]. Procedure details: Ethyl 2-(fur-2-oyl)acetate (3 mL) was mixed with 5-aminoindazole (0.50 g) and heated in a SmithSynthesizer to 180° C. for 300 seconds. The crude mixture was then purified by silica gel chromatography to yield the title compound as a light purple solid. 1H NMR (keto tautomer) (400 MHz, DMSO-D6) δ ppm 12.99 (s, 1H), 10.22 (s, 1H), 8.11 (s, 1H), 8.05 (s, 1H), 8.02 (s, 1H), 7.58 (d, 1H), 7.49 (d, 1H), 7.40 (dd, 1H), 6.77 (dd, 1H), 3.96 (s, 2H). MS m/z 270 (M+1)+.